From a dataset of the Open Reaction Database (ORD), a public repository of structured organic reaction records. describe an organic reaction: reactants, conditions, products, and yield The reactants are C[Si](OC1=CCCCC1)(C)C (trimethylsiloxycyclohexene), ICI (diiodomethane), ICI (Diiodomethane), perfluorohexanes, C(C)[Zn]CC (diethylzinc), [NH4+].[Cl-] (NH4Cl). The solvent is CCCCCC (hexane), CCCCCC (hexane), CCCCCC (hexane). Conditions: temperature 0 celsius, time 10 hour. The product is C[Si](OC12CCCCC2C1)(C)C (1-trimethylsiloxybicyclo[4.1.0]heptane). Yield: 63.0%. As a reaction SMILES: ICI.[CH3:4][Si:5]([CH3:14])([CH3:13])[O:6][C:7]1[CH2:12][CH2:11][CH2:10][CH2:9][CH:8]=1.[CH2:15]([Zn]CC)C.[NH4+].[Cl-]>CCCCCC>[CH3:4][Si:5]([CH3:14])([CH3:13])[O:6][C:7]12[CH2:15][CH:12]1[CH2:11][CH2:10][CH2:9][CH2:8]2 |f:3.4|. Procedure details: Diiodomethane(120 μl, 1.5 mmol) was added slowly to perfluorohexanes (FC-72, 3 mL) in a test tube (14 mm×105 mm) and then trimethylsiloxycyclohexene (180 mg, 1.05 mmol) in hexane (3.5 mL) was slowly poured into the test tube. A hexane solution of diethylzinc (1.0 M, 1.5 mmol, 1.5 mmol) was added to the hexane layer, and the diiodomethane layer on the bottom was stirred gently so as not to mix the three phases. After 10 h at room temperature, additional diidomethane (40 μl, 0.5 mmol) was added to... Yield: 104.8%. Starting materials: C(C)N(/C=C/C(=O)C1=C(OCC2=C(C(=O)OC)C=CC=C2)C=C(C=C1)OC)CC ((E)-methyl 2-[[2-[3-(diethylamino)-1-oxo-2-propenyl]-5-methoxyphenoxy]methyl]benzoate), CO (methanol), C(C)(=O)[O-].[Na+] (sodium acetate), C(C(=O)O)(=O)O.C(CCC)NN (n-butylhydrazine oxalate salt). Product: C(CCC)N1N=CC=C1C1=C(C=C(C=C1)OC)OCC1=C(C=CC=C1)C(=O)OC (1-Butyl-5-[2-(2-methoxycarbonylphenylmethoxy)-4methoxyphenyl]-1H-pyrazole). RXN SMILES: C(N(CC)/[CH:4]=[CH:5]/[C:6]([C:8]1[CH:25]=[CH:24][C:23]([O:26][CH3:27])=[CH:22][C:9]=1[O:10][CH2:11][C:12]1[CH:21]=[CH:20][CH:19]=[CH:18][C:13]=1[C:14]([O:16][CH3:17])=[O:15])=O)C.CO.C([O-])(=O)C.[Na+].C(O)(=O)C(O)=O.[CH2:43]([NH:47][NH2:48])[CH2:44][CH2:45][CH3:46]>CC(OC)(C)C.O>[CH2:43]([N:47]1[C:6]([C:8]2[CH:25]=[CH:24][C:23]([O:26][CH3:27])=[CH:22][C:9]=2[O:10][CH2:11][C:12]2[CH:21]=[CH:20][CH:19]=[CH:18][C:13]=2[C:14]([O:16][CH3:17])=[O:15])=[CH:5][CH:4]=[N:48]1)[CH2:44][CH2:45][CH3:46] |f:2.3,4.5|. The solvent is CC(C)(C)OC (TBME), O (water). Procedure details: To a 5 L round bottomed flask was added (E)-methyl 2-[[2-[3-(diethylamino)-1-oxo-2-propenyl]-5-methoxyphenoxy]methyl]benzoate (150 g, 0.37 mol), 2.9 L of methanol and 0.45 L of water. After complete dissolution, a premixed quantity of sodium acetate (294 g, 3.58 mol) and n-butylhydrazine oxalate salt (133 g, 0.746 mol) was added via a powder funnel in rapid portions over a period of 20 minutes. The reaction mixture was blanketed with nitrogen during the reaction period. After 20 hours the reacti... Starting materials: CO, [K+], [OH-], COC(=O)c1cccc(C(=O)OC)n1. Yields the product COC(=O)c1cccc(C(=O)O)n1. Reaction SMILES: [CH3:17][OH:18].[K+:16].[OH-:15].[n:1]1[c:2]([C:11](=[O:12])[O:13][CH3:14])[cH:3][cH:4][cH:5][c:6]1[C:7](=[O:8])[O:9][CH3:10]>>[n:1]1[c:2]([C:11](=[O:12])[O:13][CH3:14])[cH:3][cH:4][cH:5][c:6]1[C:7](=[O:8])[OH:9].